Task: describe an organic reaction: reactants, conditions, products, and yield. Dataset: the Open Reaction Database (ORD), a public repository of structured organic reaction records Reactants: CCOC(=O)CCn1ncc(NC2CC3CC(C2C)C3(C)C)c(Br)c1=O, C1COCCO1, CCOC(C)=O, [Na+], [OH-]. The product is CC1C(Nc2cnn(CCC(=O)O)c(=O)c2Br)CC2CC1C2(C)C. RXN SMILES: [Br:1][c:2]1[c:3]([NH:16][CH:17]2[CH:18]([CH3:26])[CH:19]3[C:20]([CH3:24])([CH3:25])[CH:21]([CH2:22]2)[CH2:23]3)[cH:4][n:5][n:6]([CH2:9][CH2:10][C:11](=[O:12])[O:13][CH2:14][CH3:15])[c:7]1=[O:8].[CH2:35]1[O:36][CH2:37][CH2:38][O:39][CH2:40]1.[CH3:29][CH2:30][O:31][C:32](=[O:33])[CH3:34].[Na+:28].[OH-:27]>>[Br:1][c:2]1[c:3]([NH:16][CH:17]2[CH:18]([CH3:26])[CH:19]3[C:20]([CH3:24])([CH3:25])[CH:21]([CH2:22]2)[CH2:23]3)[cH:4][n:5][n:6]([CH2:9][CH2:10][C:11](=[O:12])[OH:13])[c:7]1=[O:8]. Starting materials: Cc1ccc(C(C)(C)C)cc1, C[N+](C)(C)Cc1ccccc1, O=I(=O)Cl, O=I(=O)Cl, O=I(=O)Cl, O=I(=O)Cl. The product is Cc1ccc(C(C)(C)C)cc1Cl. RXN SMILES: [C:1]([CH3:2])([CH3:3])([CH3:4])[c:5]1[cH:6][cH:7][c:8]([CH3:11])[cH:9][cH:10]1.[CH2:28]([N+:29]([CH3:30])([CH3:31])[CH3:32])[c:33]1[cH:34][cH:35][cH:36][cH:37][cH:38]1.[I:12](=[O:13])(=[O:14])[Cl:15].[I:16]([Cl:17])(=[O:18])=[O:19].[I:20]([Cl:21])(=[O:22])=[O:23].[I:24]([Cl:25])(=[O:26])=[O:27]>>[C:1]([CH3:2])([CH3:3])([CH3:4])[c:5]1[cH:6][cH:7][c:8]([CH3:11])[c:9]([Cl:15])[cH:10]1. Starting materials: O=C[C@H](O)[C@@H](O)[C@H](O)[C@H](O)CO (D-glucose), O=C[C@H](O)[C@@H](O)[C@H](O)[C@H](O)CO (glucose), O=C[C@@H](O)[C@@H](O)[C@H](O)[C@H](O)CO (D-mannose), OCC(=O)[C@@H](O)[C@H](O)[C@H](O)CO (D-fructose), O=C[C@H](O)[C@@H](O)[C@H](O)[C@H](O)CO (D-glucose), O=C[C@H](O)[C@@H](O)[C@H](O)[C@H](O)CO (D-glucose), O=C[C@H](O)[C@@H](O)[C@H](O)[C@H](O)CO (D-glucose), O=C[C@H](O)[C@@H](O)[C@H](O)[C@H](O)CO (D-glucose). The reagents and catalysts are O[Mo](=O)(=O)O (molybdic acid). The product is C([C@@H](O)[C@@H](O)[C@H](O)[C@H](O)CO)O (D-mannitol). As a reaction SMILES: [O:1]=[CH:2][C@@H:3]([C@H:5]([C@@H:7]([C@@H:9]([CH2:11][OH:12])[OH:10])[OH:8])[OH:6])[OH:4].O=C[C@H]([C@H]([C@@H]([C@@H](CO)O)O)O)O.OCC([C@H]([C@@H]([C@@H](CO)O)O)O)=O>O[Mo](O)(=O)=O>[CH2:11]([OH:12])[C@H:9]([C@H:7]([C@@H:5]([C@@H:3]([CH2:2][OH:1])[OH:4])[OH:6])[OH:8])[OH:10]. Reported procedure: A D-glucose solution is added molybdic acid compound thereto and heated at a temperature of 110°-160° C with pH 2.0-4.5 to perform epimerizing reaction of D-glucose, and thereby 30-36%, based on the D-glucose, of D-mannose is formed. To the epimerized mixture thus obtained is further added glucose-isomerase to perform enzymatic isomerizing reaction of D-glucose remaining in the epimerized mixture, thereby 46% based on the remaining D-glucose is converted into D-fructose. The epimerized mixture o...